This data is from the Open Reaction Database (ORD), a public repository of structured organic reaction records. The task is: describe an organic reaction: reactants, conditions, products, and yield Starting materials: 3, BrC=1OC=CC1 (bromofuran), C(CCC)[Li] (n-butyl lithium), resultant solution, S(=O)(=O)(Cl)Cl (sulfuryl chloride). Solvent: O1CCCC1 (tetrahydrofuran), C(C)OCC (diethyl ether). Conditions: time 1 hour. The product is O1C=C(C=C1)S(=O)(=O)Cl (3-Furansulfonyl Chloride). As a reaction SMILES: Br[C:2]1[O:3][CH:4]=[CH:5][CH:6]=1.C([Li])CCC.[S:12](Cl)([Cl:15])(=[O:14])=[O:13]>O1CCCC1.C(OCC)C>[O:3]1[CH:4]=[CH:5][C:6]([S:12]([Cl:15])(=[O:14])=[O:13])=[CH:2]1. Procedure: In flame dried glassware under a nitrogen atmosphere to a solution of 428 mg (2.909 mmol) of 3 bromofuran in anhydrous tetrahydrofuran at -78° C. was added 2.0 mL n-butyl lithium (3.2 mmol at 1.6 molar in hexane). After 45 minutes the resultant solution was added via cannula to a 20° C. solution of sulfuryl chloride in diethyl ether (5 mL plus a 2 mL rinse). After 1 h, the reaction was quenched with 0.5N hydrochloric acid and extraced into diethyl ether. The ethereal extracts were washed with sa... Starting materials: FC(C1=NN=C(S1)N1C(N(CCC1O)C)=O)(F)F (Tetrahydro-1-(5-trifluoromethyl-1,3,4-thiadiazol-2-yl)-3-methyl-6-hydroxy-2(1H)-pyrimidinone), C(C)(=O)OC(C)=O (acetic anhydride), C=1(C(=CC=CC1)S(=O)(=O)O)C (toluenesulfonic acid). Run in C1=CC=CC=C1 (benzene). Reaction conditions: time 2 hour. Yields the product FC(C1=NN=C(S1)N1C(N(CCC1OC(C)=O)C)=O)(F)F (tetrahydro-1-(5-trifluoromethyl-1,3,4-thiadiazol-2-yl)-3-methyl-6-acetyloxy-2(1H)-pyrimidinone). Reaction SMILES: [F:1][C:2]([F:18])([F:17])[C:3]1[S:7][C:6]([N:8]2[CH:13]([OH:14])[CH2:12][CH2:11][N:10]([CH3:15])[C:9]2=[O:16])=[N:5][N:4]=1.[C:19](OC(=O)C)(=[O:21])[CH3:20].C1(C)C(S(O)(=O)=O)=CC=CC=1>C1C=CC=CC=1>[F:18][C:2]([F:1])([F:17])[C:3]1[S:7][C:6]([N:8]2[CH:13]([O:14][C:19](=[O:21])[CH3:20])[CH2:12][CH2:11][N:10]([CH3:15])[C:9]2=[O:16])=[N:5][N:4]=1. Procedure details: Tetrahydro-1-(5-trifluoromethyl-1,3,4-thiadiazol-2-yl)-3-methyl-6-hydroxy-2(1H)-pyrimidinone (0.1mole), acetic anhydride (0.11 mole), toluenesulfonic acid (0.05 gram) and benzene (100 ml) are charged into a glass reaction vessel equipped with a mechanical stirrer and thermometer. The reaction mixture is heated on a steam bath with stirring for a period of about 2 hours. After this time the reaction mixture is cooled to room temperature and is stripped of solvent under reduced pressure leaving a ... The reactants are BrC=1C(=NC(=NC1)C1=C(C=CC=C1)F)C(=O)O (5-bromo-2-(2-fluorophenyl)pyrimidine-4-carboxylic acid), [OH-].[NH4+] (ammonium hydroxide). The reagents and catalysts are [O-]S(=O)(=O)[O-].[Cu+2] (CuSO4). Reaction conditions: temperature 110 celsius. Product: NC=1C(=NC(=NC1)C1=C(C=CC=C1)F)C(=O)O (5-amino-2-(2-fluorophenyl)pyrimidine-4-carboxylic acid). The yield is 53.0%. As a reaction SMILES: Br[C:2]1[C:3]([C:15]([OH:17])=[O:16])=[N:4][C:5]([C:8]2[CH:13]=[CH:12][CH:11]=[CH:10][C:9]=2[F:14])=[N:6][CH:7]=1.[OH-].[NH4+:19]>[O-]S([O-])(=O)=O.[Cu+2]>[NH2:19][C:2]1[C:3]([C:15]([OH:17])=[O:16])=[N:4][C:5]([C:8]2[CH:13]=[CH:12][CH:11]=[CH:10][C:9]=2[F:14])=[N:6][CH:7]=1 |f:1.2,3.4|. Procedure: CuSO4 (with 5H2O, 65 mg) was added to a mixture of the above made 5-bromo-2-(2-fluorophenyl)pyrimidine-4-carboxylic acid (770 mg, 2.59 mmol) and 28% aqueous ammonium hydroxide (12 ml). The reaction was heated in a microwave reactor at 110° C. for 30 min. It was cooled to RT and concentrated in vacuo. The residue was diluted with 1N HCl (20 mL) and extracted with EtOAc 3×. Combined organic extracts were dried over sodium sulfate and filtered and concentrated to give 5-amino-2-(2-fluorophenyl)pyri... The reactants are C1COCCO1, CON=C(C(C)=O)C(=O)OC(C)(C)C, Cl. Product: CON=C(C(C)=O)C(=O)O. RXN SMILES: [CH2:16]1[O:17][CH2:18][CH2:19][O:20][CH2:21]1.[CH3:2][O:3][N:4]=[C:5]([C:6](=[O:7])[O:8][C:9]([CH3:10])([CH3:11])[CH3:12])[C:13]([CH3:14])=[O:15].[ClH:1]>>[CH3:2][O:3][N:4]=[C:5]([C:6](=[O:7])[OH:8])[C:13]([CH3:14])=[O:15]. The reactants are ClC1=C(C=CC(=C1)F)CC(=O)N (2-chloro-4-fluorophenylacetamide), BrC1=CC=C(C=C1)CC(=O)N (4-bromophenylacetamide). Product: C1(=CN2CCCC3=CC=CC1=C23)[C@@H]2C(NC([C@H]2C2=CC=C(C=C2)Br)=O)=O ((±)-Trans-3-(5,6-dihydro-4H-pyrrolo[3,2,1-ij]quinolin-1yl)-4-(4-bromophenyl)pyrrolidine-2,5-dione). As a reaction SMILES: Cl[C:2]1[CH:7]=[C:6](F)[CH:5]=[CH:4][C:3]=1[CH2:9][C:10]([NH2:12])=O.[Br:13][C:14]1[CH:19]=[CH:18][C:17]([CH2:20][C:21]([NH2:23])=[O:22])=[CH:16][CH:15]=1>>[C:9]1([C@H:20]2[C@H:20]([C:17]3[CH:16]=[CH:15][C:14]([Br:13])=[CH:19][CH:18]=3)[C:21](=[O:22])[NH:23][C:21]2=[O:22])[C:3]2=[C:4]3[C:5](=[CH:6][CH:7]=[CH:2]2)[CH2:19][CH2:14][CH2:15][N:12]3[CH:10]=1. Reported procedure: (±)-Trans-3-(5,6-dihydro-4H-pyrrolo[3,2,1-ij]quinolin-1yl)-4-(4-bromophenyl)pyrrolidine-2,5-dione was prepared according to Example 40 replacing 2-chloro-4-fluorophenylacetamide with 4-bromophenylacetamide. Yield 33.1 mg, 8.1%. 1H NMR (DMSO-d6) 400 MHz δ: 11.55 (s, 1H), 7.53 (dt, 2H, J=8.8 2.0 Hz), 7.34 (dt, 3H, J=8.0 2.0 Hz), 7.15 (dd, 1H, J=7.6 1.0 Hz), 6.86 (m, 2H), 4.53 (d, 1H, J=8.0 Hz), 4.37 (d, 1H, J=8.0 Hz), 4.10 (t, 2H, J=1.6 Hz), 2.90 (t, 2H, J=2.0 Hz), 2.12 (t, 2H, J=1.8 Hz). Reactants: CC(C)=O, Cc1cc(F)ccc1CCl, [I-], [K+], N#C[K], O. The product is Cc1cc(F)ccc1CC#N. As a reaction SMILES: [CH3:17][C:18](=[O:19])[CH3:20].[Cl:1][CH2:2][c:3]1[c:4]([CH3:10])[cH:5][c:6]([F:9])[cH:7][cH:8]1.[I-:16].[K+:15].[K:11][C:12]#[N:13].[OH2:14]>>[CH2:2]([c:3]1[c:4]([CH3:10])[cH:5][c:6]([F:9])[cH:7][cH:8]1)[C:12]#[N:13]. Starting materials: [O-]CC.[Na+] (sodium ethoxide), [Na] (sodium), C(C)(=O)SCC1CSC(O1)(CCC(=O)OCC)CCC(=O)OCC (Diethyl 5-[(acetylthio)methyl]-1,3-oxathiolane-2,2-dipropanoate). Solvent: C(C)O (ethanol). The product is SCC1CSC(O1)(CCC(=O)OCC)CCC(=O)OCC (Diethyl 5-(mercaptomethyl)-1,3-oxthiolane-2,2-dipropanoate). Yield: 106.5%. Reaction SMILES: [O-]CC.[Na+].[Na].C([S:9][CH2:10][CH:11]1[O:15][C:14]([CH2:23][CH2:24][C:25]([O:27][CH2:28][CH3:29])=[O:26])([CH2:16][CH2:17][C:18]([O:20][CH2:21][CH3:22])=[O:19])[S:13][CH2:12]1)(=O)C>C(O)C>[SH:9][CH2:10][CH:11]1[O:15][C:14]([CH2:16][CH2:17][C:18]([O:20][CH2:21][CH3:22])=[O:19])([CH2:23][CH2:24][C:25]([O:27][CH2:28][CH3:29])=[O:26])[S:13][CH2:12]1 |f:0.1,^1:4|. Procedure: A solution of sodium ethoxide in ethanol (20 mls) [prepared from 0.16 g (0.006 g-atom) of sodium metal] and the thioacetate produced in Example 63 (2.1 g, 0.0055 mol) was stirred for one hour at room temperature under nitrogen. Ethanol was removed in vacuo on the rotary evaporator and the residue dissolved in ethyl acetate. This organic phase was washed with 0.5N sodium bisulfate solution and dried over sodium sulfate. The drying agent was filtered and the filtrate concentrated on the rotary eva...